From a dataset of the Open Reaction Database (ORD), a public repository of structured organic reaction records. describe an organic reaction: reactants, conditions, products, and yield The reactants are [OH-].[Na+] (Sodium hydroxide), C12C(CC(CC1)CC2)C(=O)OC (methyl bicyclo[2.2.2]octane-2-carboxylate). Conditions: time 16 hour. Product: C12C(CC(CC1)CC2)C(=O)O (Bicyclo[2.2.2]octane-2-Carboxylic Acid), ( III ). Yield: 100.0%. RXN SMILES: [OH-].[Na+].[CH:3]12[CH2:10][CH2:9][CH:6]([CH2:7][CH2:8]1)[CH2:5][CH:4]2[C:11]([O:13]C)=[O:12]>>[CH:3]12[CH2:8][CH2:7][CH:6]([CH2:9][CH2:10]1)[CH2:5][CH:4]2[C:11]([OH:13])=[O:12] |f:0.1|. Procedure details: Sodium hydroxide (2.5N, 22.4 mL, 56 mmol) was added to a methanolic solution of methyl bicyclo[2.2.2]octane-2-carboxylate (4.7 g, 28 mmol in 50 mL) at ambient temperature and the mixture was stirred for 16 hours. The solvent was concentrated in vacuo, water added (20 mL) and the solution made acidic with IN aqueous HCl. The product was extracted into dichloromethane (3×50 mL), the combined organic layers washed with water (25 mL), dried over anhydrous magnesium sulfate, filtered and concentrated... Reactants: [H-].[Na+] (sodium hydride), C(CC(=O)OCCCC)(=O)OCCCC (di-n-butyl malonate), C1(CCCC1)Br (cyclopentyl bromide), [H-].[Na+] (sodium hydride), C1(CCCC1)Br (cyclopentyl bromide). Run in O1CCCC1 (tetrahydrofuran). Run at temperature 0 celsius, time 30 minute. Yields the product C1(CCCC1)C(C(=O)OCCCC)C(=O)OCCCC (di-n-butyl cyclopentylmalonate). The yield is 23.5%. Reaction SMILES: [H-].[Na+].[C:3]([O:13][CH2:14][CH2:15][CH2:16][CH3:17])(=[O:12])[CH2:4][C:5]([O:7][CH2:8][CH2:9][CH2:10][CH3:11])=[O:6].[CH:18]1(Br)[CH2:22][CH2:21][CH2:20][CH2:19]1>O1CCCC1>[CH:18]1([CH:4]([C:5]([O:7][CH2:8][CH2:9][CH2:10][CH3:11])=[O:6])[C:3]([O:13][CH2:14][CH2:15][CH2:16][CH3:17])=[O:12])[CH2:22][CH2:21][CH2:20][CH2:19]1 |f:0.1|. Reported procedure: A 0.5-liter three-neck flask equipped with a stirrer was purged with nitrogen gas, and 7.2 g (0.3mols) of sodium hydride and 250 ml of dewatered tetrahydrofuran were put thereinto in a nitrogen stream atmosphere. With stirring, the mixture was cooled to 0° C., and, while its temperature was kept cooled, 66 ml (0.3 mols) of di-n-butyl malonate was dropwise added thereto over a period of 30 minutes. After the addition, the mixture was heated up to room temperature, and 32 ml of cyclopentyl bromide... Reactants: NC1=CC=C(C=C1)CC(O)C1=C(C=CC=C1)C (2-[2-(4-Aminophenyl)-1-hydroxyethyl]-1-methyl benzene), [H][H] (hydrogen). Reagents/catalysts: [Pd] (palladium on activated carbon). Run in C(C)(=O)OCC (ethyl acetate). Reaction conditions: time 4 hour. Yields the product C1(=CC=CC=C1)CN(C1=CC=C(C=C1)CC(O)C1=C(C=CC=C1)C)CC1=CC=CC=C1 (2-[2-[4-[Bis(Phenylmethyl)amino]phenyl]-1-hydroxyethyl]-1-methyl benzene). The yield is 106.2%. RXN SMILES: [NH2:1][C:2]1[CH:7]=[CH:6][C:5]([CH2:8][CH:9]([C:11]2[CH:16]=[CH:15][CH:14]=[CH:13][C:12]=2[CH3:17])[OH:10])=[CH:4][CH:3]=1.[H][H]>C(OCC)(=O)C.[Pd]>[C:5]1([CH2:8][N:1]([CH2:9][C:11]2[CH:12]=[CH:13][CH:14]=[CH:15][CH:16]=2)[C:2]2[CH:3]=[CH:4][C:5]([CH2:8][CH:9]([C:11]3[CH:16]=[CH:15][CH:14]=[CH:13][C:12]=3[CH3:17])[OH:10])=[CH:6][CH:7]=2)[CH:6]=[CH:7][CH:2]=[CH:3][CH:4]=1. Reported procedure: To a solution of Compound XII (900 mg, 2.2 mmol) in 50 ml of ethyl acetate was added 10 percent palladium on activated carbon (100 mg). The reaction vessel was pressurized to 50 psi with hydrogen on a PARR hydrogenation apparatus. The reaction was complete after four hours, and was then filtered through celite and concentrated in vacuo yielding 476 mg of Compound XIII, 95 percent of the theoretical amount. This material was used without further purification in the next example. TLC Rf =0.05, 4:1... The reactants are C(C)(C)(C)C1=C(C(=C(C=C1)C1=CC=CC=C1)CCl)CCl (tert-butyl-2,3-bis(chloromethyl)biphenyl), C(C)(=O)OC (methyl acetate), Mg, O (water). Reagents/catalysts: BrCCBr (1,2-dibromoethane). Run in C1CCOC1 (THF), C1CCOC1 (THF), C1CCOC1 (THF). Reaction conditions: time 3 hour. Product: C(C)(C)(C)C1=CC=C(C=C1)C1=C2CC(CC2=CC=C1)(O)C (4-(4-tert-butylphenyl)-2-methylindan-2-ol). As a reaction SMILES: C([C:5]1[CH:10]=[CH:9][C:8]([C:11]2[CH:16]=[CH:15][CH:14]=[CH:13][CH:12]=2)=[C:7]([CH2:17]Cl)[C:6]=1[CH2:19]Cl)(C)(C)C.[C:21]([O:24]C)(=O)[CH3:22].O>BrCCBr.C1COCC1>[C:6]([C:14]1[CH:15]=[CH:16][C:11]([C:8]2[CH:9]=[CH:10][CH:5]=[C:6]3[C:7]=2[CH2:17][C:21]([CH3:22])([OH:24])[CH2:19]3)=[CH:12][CH:13]=1)([CH3:19])([CH3:7])[CH3:5]. Procedure details: 633 mg (26 mmol, 4 eq.) of Mg powder (50 mesh/Aldrich) were dried under reduced pressure with the aid of a hair dryer. 10 ml of THF and 10 drops of 1,2-dibromoethane were added. The mixture was heated to reflux until gas evolution took place and the activation was complete. The solvent was removed under reduced pressure and 10 ml of fresh THF were added. A solution of 2.0 g (6.5 mmol) of tert-butyl-2,3-bis(chloromethyl)biphenyl in 120 ml of THF was added and the suspension was stirred vigorously...